This data is from the Open Reaction Database (ORD), a public repository of structured organic reaction records. The task is: describe an organic reaction: reactants, conditions, products, and yield Reactants: Cl (HCl), COC1=C(C=O)C=C(C=C1)OC(F)(F)F (2-methoxy-5-trifluoromethoxybenzaldehyde), [OH-].[K+] (KOH), OO (hydrogen peroxide). Solvent: CO (MeOH). Run at temperature 65 celsius, time 10 minute. Product: COC1=C(C(=O)O)C=C(C=C1)OC(F)(F)F (2-Methoxy-5-(trifluoromethoxy)benzoic acid). Yield: 91.0%. As a reaction SMILES: [CH3:1][O:2][C:3]1[CH:10]=[CH:9][C:8]([O:11][C:12]([F:15])([F:14])[F:13])=[CH:7][C:4]=1[CH:5]=[O:6].[OH-:16].[K+].OO.Cl>CO>[CH3:1][O:2][C:3]1[CH:10]=[CH:9][C:8]([O:11][C:12]([F:13])([F:14])[F:15])=[CH:7][C:4]=1[C:5]([OH:16])=[O:6] |f:1.2|. Procedure: To a stirred solution of 2-methoxy-5-trifluoromethoxybenzaldehyde (2.0 g, 9.09 mmol) and 50% KOH (4.1 ml) in MeOH (15 ml) at 65° C. was added dropwise hydrogen peroxide (30%, 7.4 ml) over 20 min. The reaction mixture was then stirred at 65° C. for 10 min., cooled to room temperature, acidified with 1 M HCl, and extracted with Et2O (3×40 ml). The combined organic extracts were washed with brine (35 ml), dried (Na2SO4) and the solvent removed under reduced pressure to give a pale yellow viscous oi... Starting materials: COc1cnc(-n2cnc(C)n2)c2[nH]cc(C(=O)C(=O)O)c12, ClCCl, Cl, O=C(O)C(F)(F)F, Cn1cnc(C(=C2CCN(C(=O)O)CC2)c2ccccc2)c1. Product: COc1cnc(-n2cnc(C)n2)c2[nH]cc(C(=O)C(=O)N3CCC(=C(c4ccccc4)c4cn(C)cn4)CC3)c12. Reaction SMILES: [CH3:31][O:32][c:33]1[c:34]2[c:35]([C:48]([C:49]([OH:50])=[O:51])=[O:52])[cH:36][nH:37][c:38]2[c:39](-[n:42]2[n:43][c:44]([CH3:47])[n:45][cH:46]2)[n:40][cH:41]1.[Cl:53][CH2:54][Cl:55].[ClH:30].[F:23][C:24]([F:25])([F:26])[C:27]([OH:28])=[O:29].[c:1]1([C:7]([c:8]2[n:9][cH:10][n:11]([CH3:13])[cH:12]2)=[C:14]2[CH2:15][CH2:16][N:17]([C:20](=[O:21])[OH:22])[CH2:18][CH2:19]2)[cH:2][cH:3][cH:4][cH:5][cH:6]1>>[c:1]1([C:7]([c:8]2[n:9][cH:10][n:11]([CH3:13])[cH:12]2)=[C:14]2[CH2:15][CH2:16][N:17]([C:20](=[O:22])[C:48]([c:35]3[c:34]4[c:33]([O:32][CH3:31])[cH:41][n:40][c:39](-[n:42]5[n:43][c:44]([CH3:47])[n:45][cH:46]5)[c:38]4[nH:37][cH:36]3)=[O:52])[CH2:18][CH2:19]2)[cH:2][cH:3][cH:4][cH:5][cH:6]1. Reactants: FC=1C=C(C=CC1)/C(=C/C=C/C(=O)O)/CCCCC ((E,E)-5-(3-fluorophenyl)-2,4-decadienoic acid), [N+](=O)([O-])C1=CC=C(C=C1)O (4-nitrophenol), C1(CCCCC1)N=C=NC1CCCCC1 (1,3-dicyclohexylcarbodiimide). Run in ClCCl (dichloromethane). Reaction conditions: time 3 day. Product: [N+](=O)([O-])C1=CC=C(C=C1)OC(\C=C\C=C(/CCCCC)\C1=CC(=CC=C1)F)=O ((E,E)-5-(3-fluorophenyl)-2,4-decadienoic acid 4-nitrophenyl ester). The yield is 67.6%. Reaction SMILES: [F:1][C:2]1[CH:3]=[C:4](/[C:8](/[CH2:15][CH2:16][CH2:17][CH2:18][CH3:19])=[CH:9]/[CH:10]=[CH:11]/[C:12]([OH:14])=[O:13])[CH:5]=[CH:6][CH:7]=1.[N+:20]([C:23]1[CH:28]=[CH:27][C:26](O)=[CH:25][CH:24]=1)([O-:22])=[O:21].C1(N=C=NC2CCCCC2)CCCCC1>ClCCl>[N+:20]([C:23]1[CH:28]=[CH:27][C:26]([O:13][C:12](=[O:14])/[CH:11]=[CH:10]/[CH:9]=[C:8](/[C:4]2[CH:5]=[CH:6][CH:7]=[C:2]([F:1])[CH:3]=2)\[CH2:15][CH2:16][CH2:17][CH2:18][CH3:19])=[CH:25][CH:24]=1)([O-:22])=[O:21]. Procedure: As in Example 115, (E,E)-5-(3-fluorophenyl)-2,4-decadienoic acid (3.55 g) and 4-nitrophenol (2.33 g) in 20 mL of dichloromethane was treated with 1,3-dicyclohexylcarbodiimide (2.81 g) and the mixture was stirred at room temperature for 3 days. After the usual work up. crystallization of the crude ester from hexane gave 3.51 g of (E,E)-5-(3-fluorophenyl)-2,4-decadienoic acid 4-nitrophenyl ester, mp 46°-47° C. Reactants: NC1=CC(NN1CC)=O (5-Amino-1-ethyl-1,2-dihydropyrazol-3-one), C(C)NN (ethylhydrazine), C(#N)CC(=O)OCC (ethyl cyanoacetate), BrC=1C=C(C=O)C=CC1F (3-bromo-4-fluorobenzaldehyde), C1(CC(CC1)=O)=O (1,3-cyclopentanedione). The solvent is C(C)O (ethyl alcohol). Product: BrC=1C=C(C=CC1F)C1C2=C(NC3=C1C(NN3CC)=O)CCC2=O (4-(3-bromo-4-fluorophenyl)-1-ethyl-1,2,4,6,7,8-hexahydrocyclopenta[b]pyrazolo[4,3-e]pyridine-3,5-dione). Isolated yield 58.6%. RXN SMILES: [NH2:1][C:2]1[N:6]([CH2:7][CH3:8])[NH:5][C:4](=[O:9])[CH:3]=1.C(NN)C.C(CC(OCC)=O)#N.[Br:22][C:23]1[CH:24]=[C:25]([CH:28]=[CH:29][C:30]=1[F:31])[CH:26]=O.[C:32]1(=O)[CH2:36][CH2:35][C:34](=[O:37])[CH2:33]1>C(O)C>[Br:22][C:23]1[CH:24]=[C:25]([CH:26]2[C:3]3[C:4](=[O:9])[NH:5][N:6]([CH2:7][CH3:8])[C:2]=3[NH:1][C:32]3[CH2:36][CH2:35][C:34](=[O:37])[C:33]2=3)[CH:28]=[CH:29][C:30]=1[F:31]. Procedure: 5-Amino-1-ethyl-1,2-dihydropyrazol-3-one (0.13 g, 1 mmol), prepared by the method of (A. Weisberger and A. Porter, J. Amer. Chem. Soc, (1944) 66,1849) from ethylhydrazine and ethyl cyanoacetate, 3-bromo-4-fluorobenzaldehyde (0.2 g, 1 mmol), and 1,3-cyclopentanedione (0.1 g, 1 mmol) in ethyl alcohol (2 mL) were heated at 80° C. for 2 days in a sealed tube. The reaction mixture was cooled and the resulting precipitate was filtered off to provide 0.23 g (58%) of the title compound as a tan solid. 1... Starting materials: FC1=C(C=CC(=C1)OC)C=1C=2N(C=CC1)N=C(N2)NC2=CC=C(C=C2)C2CCNCC2 ([8-(2-fluoro-4-methoxy-phenyl)-[1,2,4]-triazolo[1,5-a]pyridin-2-yl]-(4-piperidin-4-yl-phenyl)-amine), ClCC(=O)N(C)C (2-chloro-N,N-dimethyl-acetamide). Product: FC1=C(C=CC(=C1)OC)C=1C=2N(C=CC1)N=C(N2)NC2=CC=C(C=C2)C2CCN(CC2)CC(=O)N(C)C (2-(4-{4-[8-(2-Fluoro-4-methoxy-phenyl)-[1,2,4]-triazolo[1,5-a]pyridin-2-ylamino]-phenyl}-piperidin-1-yl)-N,N-dimethyl-acetamide), product. Yield: 49.0%. Reaction SMILES: [F:1][C:2]1[CH:7]=[C:6]([O:8][CH3:9])[CH:5]=[CH:4][C:3]=1[C:10]1[C:11]2[N:12]([N:16]=[C:17]([NH:19][C:20]3[CH:25]=[CH:24][C:23]([CH:26]4[CH2:31][CH2:30][NH:29][CH2:28][CH2:27]4)=[CH:22][CH:21]=3)[N:18]=2)[CH:13]=[CH:14][CH:15]=1.Cl[CH2:33][C:34]([N:36]([CH3:38])[CH3:37])=[O:35]>>[F:1][C:2]1[CH:7]=[C:6]([O:8][CH3:9])[CH:5]=[CH:4][C:3]=1[C:10]1[C:11]2[N:12]([N:16]=[C:17]([NH:19][C:20]3[CH:25]=[CH:24][C:23]([CH:26]4[CH2:27][CH2:28][N:29]([CH2:33][C:34]([N:36]([CH3:38])[CH3:37])=[O:35])[CH2:30][CH2:31]4)=[CH:22][CH:21]=3)[N:18]=2)[CH:13]=[CH:14][CH:15]=1. Procedure details: 2-(4-{4-[8-(2-Fluoro-4-methoxy-phenyl)-[1,2,4]-triazolo[1,5-a]pyridin-2-ylamino]-phenyl}-piperidin-1-yl)-N,N-dimethyl-acetamide was prepared from [8-(2-fluoro-4-methoxy-phenyl)-[1,2,4]-triazolo[1,5-a]pyridin-2-yl]-(4-piperidin-4-yl-phenyl)-amine (0.179 g, 0.429 mmol) and 2-chloro-N,N-dimethyl-acetamide (0.066 mL, 0.643 mmol) in a manner analogous to Example 313 to give product (0.105 g, 49%). MP=192-195° C. 1H NMR (400 MHz, (D3C)2SO, δ, ppm): 9.61 (s, 1H), 8.79 (d, 1H), 7.80 (m, 1H), 7.58 (m, 3H...